From a dataset of the Open Reaction Database (ORD), a public repository of structured organic reaction records. describe an organic reaction: reactants, conditions, products, and yield Reactants: FC1=C(C=CC(=C1)I)NC1=C(C(=O)O)C=CN=C1 (3-[(2-fluoro-4-iodophenyl)amino]isonicotinic acid), FC1=C(C=CC(=C1)I)NC1=C(C(=O)O)C=CN=C1 (3-[(2-fluoro-4-iodophenyl)amino]isonicotinic acid), C(C)N (monoethylamine). Yields the product C(C)NC(C1=C(C=NC=C1)NC1=C(C=C(C=C1)I)F)=O (N-ethyl-3-[(2-fluoro-4-iodophenyl)amino]isonicotinamide). As a reaction SMILES: [F:1][C:2]1[CH:7]=[C:6]([I:8])[CH:5]=[CH:4][C:3]=1[NH:9][C:10]1[CH:18]=[N:17][CH:16]=[CH:15][C:11]=1[C:12]([OH:14])=O.[CH2:19]([NH2:21])[CH3:20]>>[CH2:19]([NH:21][C:12](=[O:14])[C:11]1[CH:15]=[CH:16][N:17]=[CH:18][C:10]=1[NH:9][C:3]1[CH:4]=[CH:5][C:6]([I:8])=[CH:7][C:2]=1[F:1])[CH3:20]. Procedure: N-ethyl-3-[(2-fluoro-4-iodophenyl)amino]isonicotinamide was synthesized according to the procedure for General Method 1, outlined above, starting with 0.34 mmol of 3-[(2-fluoro-4-iodophenyl)amino]isonicotinic acid (intermediate 1) and 0.48 mmol of monoethylamine. LC/MS [5.96 min; 386 (M+1)] Starting materials: ClC(Cl)(OC(OC(Cl)(Cl)Cl)=O)Cl (Triphosgene), C1(=CC=CC=C1)C (toluene), FC(C=1C=C(N)C=CC1)(F)F (3-trifluoromethylaniline). Solvent: ClCCl (dichloromethane). Conditions: time 15 minute. The product is N(=C=O)C1=CC(=CC=C1)C(F)(F)F (1-isocyanato-3-trifluoromethyl benzene). Reaction SMILES: ClC(Cl)(O[C:5](=[O:11])OC(Cl)(Cl)Cl)Cl.C1(C)C=CC=CC=1.[F:20][C:21]([F:30])([F:29])[C:22]1[CH:23]=[C:24]([CH:26]=[CH:27][CH:28]=1)[NH2:25]>ClCCl>[N:25]([C:24]1[CH:26]=[CH:27][CH:28]=[C:22]([C:21]([F:20])([F:29])[F:30])[CH:23]=1)=[C:5]=[O:11]. Reported procedure: Triphosgene (0.75 g) was added to anhydroue toluene (10 ml) under nitrogen protection, and then a solution of 3-trifluoromethylaniline (0.8 g) in dichloromethane (15 ml) was added dropwise in an ice-bath. After addition, the reaction mixture was stirred at room temperature for 15 min, and then heated to 80° C. for 6 h. The completion of the reaction was indicated by TLC. The reaction mixture was concentrated under reduced pressure to give the product as oil, which then was solidified.